describe an organic reaction: reactants, conditions, products, and yield From a dataset of the Open Reaction Database (ORD), a public repository of structured organic reaction records. Starting materials: C(#N)C=1C(NC2=CC=CC=C2C1)=O (3-cyano-2(1H)-quinolinone), P(=O)(Cl)(Cl)Cl (phosphoryl chloride), CCCCCC (Hexane). The solvent is C(Cl)Cl (methylene chloride). The product is ClC1=NC2=CC=CC=C2C=C1C#N (2-chloro-3-cyanoquinoline). RXN SMILES: [C:1]([C:3]1[C:4](=O)[NH:5][C:6]2[C:11]([CH:12]=1)=[CH:10][CH:9]=[CH:8][CH:7]=2)#[N:2].P(Cl)(Cl)([Cl:16])=O.CCCCCC>C(Cl)Cl>[Cl:16][C:4]1[C:3]([C:1]#[N:2])=[CH:12][C:11]2[C:6](=[CH:7][CH:8]=[CH:9][CH:10]=2)[N:5]=1. Procedure: A mixture of 50 g of 3-cyano-2(1H)-quinolinone and 250 ml of phosphoryl chloride was heated at reflux for 18 hours. Volatile material was evaporated from the mixture under reduced pressure and the resulting residue was carefully added to water. The solid which formed was separated by filtration, washed with water and dried to give crude product. This was dissolved in methylene chloride and the resulting solution was treated with silica gel and filtered to give a pale yellow solution. Hexane was ... Reactants: CC(C)(C)OC(=O)NCCCBr, CCCC[N+](CCCC)(CCCC)CCCC, COc1cc2ncnc(Nc3ccc(OCc4ccccn4)c(Cl)c3)c2cc1O, [I-], CN(C)C=O. The product is COc1cc2ncnc(Nc3ccc(OCc4ccccn4)c(Cl)c3)c2cc1OCCCNC(=O)OC(C)(C)C. Reaction SMILES: [C:30]([CH3:31])([CH3:32])([CH3:33])[O:34][C:35]([NH:36][CH2:37][CH2:38][CH2:39][Br:40])=[O:41].[CH2:43]([N+:44]([CH2:45][CH2:46][CH2:47][CH3:48])([CH2:49][CH2:50][CH2:51][CH3:52])[CH2:53][CH2:54][CH2:55][CH3:56])[CH2:57][CH2:58][CH3:59].[Cl:1][c:2]1[cH:3][c:4]([NH:16][c:17]2[n:18][cH:19][n:20][c:21]3[cH:22][c:23]([O:28][CH3:29])[c:24]([OH:27])[cH:25][c:26]23)[cH:5][cH:6][c:7]1[O:8][CH2:9][c:10]1[n:11][cH:12][cH:13][cH:14][cH:15]1.[I-:42].[O:60]=[CH:61][N:62]([CH3:63])[CH3:64]>>[Cl:1][c:2]1[cH:3][c:4]([NH:16][c:17]2[n:18][cH:19][n:20][c:21]3[cH:22][c:23]([O:28][CH3:29])[c:24]([O:27][CH2:39][CH2:38][CH2:37][NH:36][C:35]([O:34][C:30]([CH3:31])([CH3:32])[CH3:33])=[O:41])[cH:25][c:26]23)[cH:5][cH:6][c:7]1[O:8][CH2:9][c:10]1[n:11][cH:12][cH:13][cH:14][cH:15]1. Starting materials: CC(C)(C)OC(=O)N1CCN(C(=O)CCc2c[nH]c3c2C(=O)CCC3)CC1, OC1CCNCC1. The product is O=C1CCCc2[nH]cc(CCC(=O)N3CCC(O)CC3)c21. As a reaction SMILES: [C:1]([O:2][C:3]([N:4]1[CH2:9][CH2:10][N:11]([C:14]([CH2:15][CH2:16][c:17]2[cH:18][nH:19][c:20]3[c:25]2[C:24](=[O:26])[CH2:23][CH2:22][CH2:21]3)=[O:27])[CH2:12][CH2:13]1)=[O:5])([CH3:6])([CH3:7])[CH3:8].[NH:28]1[CH2:29][CH2:30][CH:31]([OH:34])[CH2:32][CH2:33]1>>[CH2:9]1[CH2:10][N:11]([C:14]([CH2:15][CH2:16][c:17]2[cH:18][nH:19][c:20]3[c:25]2[C:24](=[O:26])[CH2:23][CH2:22][CH2:21]3)=[O:27])[CH2:12][CH2:13][CH:31]1[OH:34]. Starting materials: FC1=C(C=C(C(=O)OC)C=C1)[N+](=O)[O-] (methyl 4-fluoro-3-nitrobenzoate), C(#N)CC(=O)OCC (Ethyl 2-cyanoacetate), suspension, [H-].[Na+] (sodium hydride). Solvent: Cl (HCl), C(C)(=O)OCC (ethyl acetate), CN(C=O)C (N,N-dimethylformamide), CN(C=O)C (N,N-dimethylformamide). Conditions: temperature 0 celsius, time 15 minute. Product: C(#N)C(C(=O)OCC)C1=C(C=C(C(=O)OC)C=C1)[N+](=O)[O-] (methyl 4-(1-cyano-2-ethoxy-2-oxoethyl)-3-nitrobenzoate). The yield is 174.4%. Reaction SMILES: [C:1]([CH2:3][C:4]([O:6][CH2:7][CH3:8])=[O:5])#[N:2].[H-].[Na+].F[C:12]1[CH:21]=[CH:20][C:15]([C:16]([O:18][CH3:19])=[O:17])=[CH:14][C:13]=1[N+:22]([O-:24])=[O:23]>CN(C)C=O.Cl.C(OCC)(=O)C>[C:1]([CH:3]([C:12]1[CH:21]=[CH:20][C:15]([C:16]([O:18][CH3:19])=[O:17])=[CH:14][C:13]=1[N+:22]([O-:24])=[O:23])[C:4]([O:6][CH2:7][CH3:8])=[O:5])#[N:2] |f:1.2|. Procedure: Ethyl 2-cyanoacetate (10.9 mL, 102 mmol) was slowly added to a 60% suspension of sodium hydride (4.10 g, 102 mmol) in N,N-dimethylformamide (125 mL) at 0° C. to give a gray suspension. The mixture was stirred at 0° C. for 15 minutes and methyl 4-fluoro-3-nitrobenzoate (10.2 g, 51 mmol) in N,N-dimethylformamide (125 mL) was added. The resulting deep red mixture was stirred at 0° C. for 30 minutes and at room temperature for 3 hours. The reaction mixture was diluted with 1N HCl (40 mL) and ethyl a... Starting materials: OC1=C(C(=O)OC)C=CC(=C1)OCCC1=CNC2=CC=CC=C12 (methyl 2-hydroxy-4-(2-(3-indolyl)ethoxy)benzoate), OC1=C(C(=O)OC)C=CC(=C1)OCC1=CC=CC2=CC=CC=C12 (methyl 2-hydroxy-4-(1-naphthylmethoxy)benzoate), OC1=C(C(=O)OC)C=CC(=C1)OCC1=CC(=C(C=C1)Cl)Cl (methyl 2-hydroxy-4-(3,4-dichlorobenzyloxy)benzoate), OC1=C(C(=O)OC)C=CC(=C1)OCC1=CC(=CC=C1)OC (methyl 2-hydroxy-4-(3-methoxybenzyloxy)benzoate), OC1=C(C(=O)OC)C=CC(=C1)OCC1=CC2=C(C=C1)OCO2 (methyl 2-hydroxy-4-(3,4-methylenedioxybenzyloxy)benzoate), OC1=C(C(=O)OC)C=CC(=C1)OCC1=CC=C(C=C1)[N+](=O)[O-] (methyl 2-hydroxy-4-(4-nitrobenzyloxy)benzoate), OC1=C(C(=O)OC)C=CC(=C1)OCC1=CC=C(C=C1)OC (methyl 2-hydroxy-4-(4-methoxybenzyloxy)benzoate), OC1=C(C(=O)OC)C=CC(=C1)OCC1=CC=C(C=C1)F (methyl 2-hydroxy-4-(4-fluorobenzyloxy)benzoate), OC1=C(C(=O)OC)C=CC(=C1)OCC1=CC=C(C=C1)C(C)C (methyl 2-hydroxy-4-(4-isopropylbenzyloxy)benzoate), OC1=C(C(=O)OC)C=CC(=C1)OCC1=CC=CC=C1 (methyl 2-hydroxy-4-benzyloxybenzoate), OC1=C(C(=O)OC)C=CC(=C1)OCC1=CC2=CC=CC=C2C=C1 (methyl 2-hydroxy-4-(2-naphthylmethoxy)benzoate), OC1=C(C(=O)OC)C=CC(=C1)OCCC1=CC=CC=C1 (methyl 2-hydroxy-4-(2-phenylethoxy)benzoate). Yields the product OC1=C(C(=O)OC)C=CC(=C1)OCCCC1=CC=CC=C1 (methyl 2-hydroxy-4-(3-phenylpropyloxy)benzoate). Reaction SMILES: [OH:1][C:2]1[CH:11]=[C:10]([O:12][CH2:13][CH2:14][C:15]2[C:23]3[C:18](=[CH:19][CH:20]=[CH:21][CH:22]=3)NC=2)[CH:9]=[CH:8][C:3]=1[C:4]([O:6][CH3:7])=[O:5].OC1C=C(OCC2C=CC=CC=2)C=CC=1C(OC)=O.OC1C=C(OCC2C=CC3C(=CC=CC=3)C=2)C=CC=1C(OC)=O.OC1C=C(OCC2C3C(=CC=CC=3)C=CC=2)C=CC=1C(OC)=O.OC1C=C(OCC2C=CC3OCOC=3C=2)C=CC=1C(OC)=O.OC1C=C(OCCC2C=CC=CC=2)C=CC=1C(OC)=O.OC1C=C(OCC2C=CC(C(C)C)=CC=2)C=CC=1C(OC)=O.OC1C=C(OCC2C=CC([N+]([O-])=O)=CC=2)C=CC=1C(OC)=O.OC1C=C(OCC2C=CC(F)=CC=2)C=CC=1C(OC)=O.OC1C=C(OCC2C=CC(Cl)=C(Cl)C=2)C=CC=1C(OC)=O.OC1C=C(OCC2C=CC(OC)=CC=2)C=CC=1C(OC)=O.OC1C=C(OCC2C=CC=C(OC)C=2)C=CC=1C(OC)=O>>[OH:1][C:2]1[CH:11]=[C:10]([O:12][CH2:13][CH2:14][CH2:15][C:23]2[CH:22]=[CH:21][CH:20]=[CH:19][CH:18]=2)[CH:9]=[CH:8][C:3]=1[C:4]([O:6][CH3:7])=[O:5]. Procedure: methyl 2-hydroxy-4-(2-(3-indolyl)ethoxy)benzoate; methyl 2-hydroxy-4-benzyloxybenzoate, m.p. 101-102° C.; methyl 2-hydroxy-4-(2-naphthylmethoxy)benzoate; methyl 2-hydroxy-4-(1-naphthylmethoxy)benzoate; methyl 2-hydroxy-4-(3,4-methylenedioxybenzyloxy)benzoate (solid); methyl 2-hydroxy-4-(2-phenylethoxy)benzoate; methyl 2-hydroxy-4-(4-isopropylbenzyloxy)benzoate, m.p. 68-70° C.; methyl 2-hydroxy-4-(4-nitrobenzyloxy)benzoate, m.p. 178-180° C.; methyl 2-hydroxy-4-(4-fluorobenzyloxy)benzoate, m.p. 82... The reactants are CC1=CN(C=N1)C2=C(C=C(C=C2)N)OC, CN1C[C@@H](OC2=C(C1)C=CC(=N2)Cl)C3=CC=CC=C3. Reagents/catalysts: C(=O)([O-])[O-].[Cs+].[Cs+], C1CCC(CC1)P(C2CCCCC2)C3=CC=CC=C3C4=CC=CC=C4, CC(=O)O.CC(=O)O.[Pd]. Run in COCCOC. Reaction conditions: temperature 100 celsius. Product: CC1=CN(C=N1)C2=C(C=C(C=C2)NC3=NC4=C(CN(C[C@@H](O4)C5=CC=CC=C5)C)C=C3)OC. Isolated yield 27.9%. Procedure details: 3-methoxy-4-(4-methyl-1H-imidazol-1-yl)aniline (0.213 g, 0.89 mmol), Palladium(II) acetate (0.017 g, 0.07 mmol), 2-(Dicyclohexylphosphino)biphenyl (0.026 g, 0.07 mmol) and Cesium carbonate (0.722 g, 2.22 mmol) were put in a 20 mL microwave vial and sealed. The vial was flushed with argon. (S)-8-chloro-4-methyl-2-phenyl-2,3,4,5-tetrahydropyrido[3,2-f][1,4]oxazepine (0.203 g, 0.74 mmol) in DME (5 mL) was added and additional 5 mL was added to the vial. The reaction mixture was run in the microwave... Starting materials: FC1=C(C(=O)O)C=CC=C1OC (2-Fluoro-3-methoxybenzoic acid), FC1=C(C=CC=C1OC)N=C=O (2-Fluoro-1-isocyanato-3-methoxybenzene), [N-]=[N+]=[N-].[Na+] (Sodium azide), acid chloride, C(C(=O)Cl)(=O)Cl (Oxalyl chloride). Run in C(Cl)Cl (CH2Cl2), CCOC(=O)C (EtOAc), O (water), O.O1CCOCC1 (water dioxane), CN(C)C=O (DMF). Conditions: time 15 minute. Yields the product FC1=C(C(=O)N=[N+]=[N-])C=CC=C1OC (2-fluoro-3-methoxybenzoyl azide). As a reaction SMILES: FC1C(OC)=CC=CC=1N=C=O.[F:13][C:14]1[C:22]([O:23][CH3:24])=[CH:21][CH:20]=[CH:19][C:15]=1[C:16](O)=[O:17].C(Cl)(=O)C(Cl)=O.[N-:31]=[N+:32]=[N-:33].[Na+]>C(Cl)Cl.CN(C=O)C.O.O1CCOCC1.CCOC(C)=O.O>[F:13][C:14]1[C:22]([O:23][CH3:24])=[CH:21][CH:20]=[CH:19][C:15]=1[C:16]([N:31]=[N+:32]=[N-:33])=[O:17] |f:3.4,7.8|. Procedure details: 2-Fluoro-1-isocyanato-3-methoxybenzene. 2-Fluoro-3-methoxybenzoic acid (0.61 g, 3.59 mmol) was dissolved in CH2Cl2 (10 mL) and DMF (0.5 mL). Oxalyl chloride (0.41 mL, 4.7 mmol) was added slowly. The mixture was stirred at rt for 15 min. The mixture was then concentrated and then reconstituted in dioxane (10 mL). Sodium azide (0.26 g, 4.0 mmol) in water/dioxane (1:1 v/v, 10 mL) was added to the acid chloride at 0° C. The mixture was allowed to warm to rt over 1 h. The reaction was then diluted wi...